Task: describe an organic reaction: reactants, conditions, products, and yield. Dataset: the Open Reaction Database (ORD), a public repository of structured organic reaction records Reactants: acid chloride, NC1=CC=CC(=N1)NC1=NC=NC(=C1)NC1=CC=C(C=C1)OC1=CC=CC=C1 (N4-(6-aminopyridin-2-yl)-N6-4-phenoxyphenylpyrimidine-4,6-diamine), Cl.CN(C)/C(/C(=O)O)=C\C (dimethylaminocrotonic acid hydrochloride), C(C(=O)Cl)(=O)Cl (oxalyl chloride). Reagents/catalysts: CN(C)C=O (DMF). Run in CCOC(=O)C (EtOAc), CN1CCCC1=O (NMP), CC#N (CH3CN). Reaction conditions: temperature 0 celsius, time 1 hour. Product: CN(C)C/C=C/C(=O)Cl (dimethylaminocrotonyl chloride), CN(C/C=C/C(=O)NC1=NC(=CC=C1)NC1=NC=NC(=C1)NC1=CC=C(C=C1)OC1=CC=CC=C1)C ((E)-4-(dimethylamino)-N-(6-(6-(4-phenoxyphenylamino)pyrimidin-4-ylamino)pyridine-2-yl)but-2-enamide). As a reaction SMILES: Cl.[CH3:2][N:3](/[C:5](=[CH:9]\[CH3:10])/[C:6](O)=O)[CH3:4].[C:11](Cl)(=[O:15])[C:12]([Cl:14])=[O:13].[NH2:17][C:18]1[N:23]=[C:22]([NH:24][C:25]2[CH:30]=[C:29]([NH:31][C:32]3[CH:37]=[CH:36][C:35]([O:38][C:39]4[CH:44]=[CH:43][CH:42]=[CH:41][CH:40]=4)=[CH:34][CH:33]=3)[N:28]=[CH:27][N:26]=2)[CH:21]=[CH:20][CH:19]=1>CC#N.CN(C=O)C.CN1C(=O)CCC1.CCOC(C)=O>[CH3:4][N:3]([CH2:5]/[CH:9]=[CH:10]/[C:12]([Cl:14])=[O:13])[CH3:2].[CH3:2][N:3]([CH3:4])[CH2:5]/[CH:6]=[CH:12]/[C:11]([NH:17][C:18]1[CH:19]=[CH:20][CH:21]=[C:22]([NH:24][C:25]2[CH:30]=[C:29]([NH:31][C:32]3[CH:37]=[CH:36][C:35]([O:38][C:39]4[CH:40]=[CH:41][CH:42]=[CH:43][CH:44]=4)=[CH:34][CH:33]=3)[N:28]=[CH:27][N:26]=2)[N:23]=1)=[O:15] |f:0.1|. Procedure details: A solution of dimethylaminocrotonyl chloride was prepared by reaction of dimethylaminocrotonic acid hydrochloride (0.36 g, 2.16 mmol) in CH3CN (4 mL) containing DMF (1 drop) with oxalyl chloride (0.34 g, 2.70 mmol) according to the procedure in Example 15a. This acid chloride was added drop wise at 0° C. in to a stirred solution of N4-(6-aminopyridin-2-yl)-N6-4-phenoxyphenylpyrimidine-4,6-diamine (IR-11) (0.2 g, 0.54 mmol) in NMP (8 mL). The reaction was stirred at 0° C. for 1 h, was diluted wit... Starting materials: CON(C(=O)C1CN(CC1C1=CC(=C(C=C1)Cl)Cl)CC1=CC=CC=C1)C ((3RS,4SR)-1-benzyl-4-(3,4-dichloro-phenyl)-pyrrolidine-3-carboxylic acid methoxy-methyl-amide), C(C)[Li] (ethyllithium). The solvent is C1CCOC1 (THF). Conditions: time 1 hour. Product: C(C1=CC=CC=C1)N1CC(C(C1)C1=CC(=C(C=C1)Cl)Cl)C(CC)=O (1-[(3RS,4SR)-1-Benzyl-4-(3,4-dichloro-phenyl)-pyrrolidin-3-yl]-propan-1-one). Isolated yield 61.0%. Reaction SMILES: CON(C)[C:4]([CH:6]1[CH:10]([C:11]2[CH:16]=[CH:15][C:14]([Cl:17])=[C:13]([Cl:18])[CH:12]=2)[CH2:9][N:8]([CH2:19][C:20]2[CH:25]=[CH:24][CH:23]=[CH:22][CH:21]=2)[CH2:7]1)=[O:5].[CH2:27]([Li])[CH3:28]>C1COCC1>[CH2:19]([N:8]1[CH2:9][CH:10]([C:11]2[CH:16]=[CH:15][C:14]([Cl:17])=[C:13]([Cl:18])[CH:12]=2)[CH:6]([C:4](=[O:5])[CH2:27][CH3:28])[CH2:7]1)[C:20]1[CH:25]=[CH:24][CH:23]=[CH:22][CH:21]=1. Procedure: To a solution of (3RS,4SR)-1-benzyl-4-(3,4-dichloro-phenyl)-pyrrolidine-3-carboxylic acid methoxy-methyl-amide (described herein above) 377 mg (0.959 mmol) dissolved in THF (4 mL) was added 0.676 mL (1.15 mmol) of ethyllithium (1.7M in dibutylether) dropwise at −78° C. and stirred for one hour. The reaction was quenched by aq. ammonium chloride solution and extracted with ethylacetate. The separated organic layer was dired on anhydrous sodium sulfate and concentrated in vaccuo. The residue was p... RXN SMILES: [C:1]1(=[O:14])[C:9]2[C:4](=[CH:5][CH:6]=[C:7]3[CH:13]=[CH:12][CH:11]=[CH:10][C:8]3=2)[CH2:3][CH2:2]1.[BH4-].[Na+]>C1COCC1.CO>[CH:1]1([OH:14])[C:9]2[C:4](=[CH:5][CH:6]=[C:7]3[CH:13]=[CH:12][CH:11]=[CH:10][C:8]3=2)[CH2:3][CH2:2]1 |f:1.2|. Run in C1CCOC1 (THF), CO (methanol). Run at time 6 hour. Reported procedure: A 12.36 g portion of benzindanone (63 mmole) was dissolved in 300 ml of THF and 150 ml of methanol, and 3.6 g (95 mmole) of sodium borohydride was added at room temperature. After stirring the mixture for 6 hours, the reaction was terminated with dilute hydrochloric acid, and extracted with hexane (100 ml X 2) and ether (100 ml×2). Two stereoisomers of benzindanol were obtained. The crude product was used for the next reaction without purification. Yields the product C1(CCC2=CC=C3C(=C12)C=CC=C3)O (benzindanol). Starting materials: C1(CCC2=CC=C3C(=C12)C=CC=C3)=O (benzindanone), [BH4-].[Na+] (sodium borohydride). Starting materials: C1(=CC=CC=C1)C(Cl)(C1=CC=CC=C1)C1=CC=CC=C1 (triphenylchloromethane), ice water, ClCCl (dichloromethane), NC=1SC=C(N1)C(=O)OCC (ethyl 2-aminothiazole-4-carboxylate), CN(C=O)C (dimethylformamide). Solvent: C(C)N(CC)CC (triethylamine). Run at temperature -30 celsius, time 2 hour. Yields the product C(C1=CC=CC=C1)(C1=CC=CC=C1)(C1=CC=CC=C1)NC=1SC=C(N1)C(=O)OCC (Ethyl 2-tritylaminothiazole-4-carboxylate). Reaction SMILES: [C:1]1([C:7]([C:15]2[CH:20]=[CH:19][CH:18]=[CH:17][CH:16]=2)([C:9]2[CH:14]=[CH:13][CH:12]=[CH:11][CH:10]=2)Cl)[CH:6]=[CH:5][CH:4]=[CH:3][CH:2]=1.ClCCl.[NH2:24][C:25]1[S:26][CH:27]=[C:28]([C:30]([O:32][CH2:33][CH3:34])=[O:31])[N:29]=1.CN(C)C=O>C(N(CC)CC)C>[C:7]([NH:24][C:25]1[S:26][CH:27]=[C:28]([C:30]([O:32][CH2:33][CH3:34])=[O:31])[N:29]=1)([C:15]1[CH:20]=[CH:19][CH:18]=[CH:17][CH:16]=1)([C:9]1[CH:14]=[CH:13][CH:12]=[CH:11][CH:10]=1)[C:1]1[CH:6]=[CH:5][CH:4]=[CH:3][CH:2]=1. Procedure details: A mixture comprising 5 g of triphenylchloromethane and 15 ml of dichloromethane was added dropwise at -30° C. to a mixture comprising 3.1 g of ethyl 2-aminothiazole-4-carboxylate, 25 ml of dimethylformamide and 1.8 g of triethylamine. The reaction mixture was maintained at -30° C. for 10 minutes and was then stirred at room temperature for 2 hours. after which it was poured into ice water and extracted with ethyl acetate. The extract was washed successively with 0.1N hydrochloric acid and aqueou...